This data is from the Open Reaction Database (ORD), a public repository of structured organic reaction records. The task is: describe an organic reaction: reactants, conditions, products, and yield Reactants: N-methoxycarbonyl-2-[3-(but-1-enyl)]-4-benzyloxy-3-methoxyaniline, O=[O+][O-] (ozone), C(C1=CC=CC=C1)OC1=C2C(=CN(C2=CC=C1OC)C(=O)OC)C (4-benzyloxy-5-methoxy-1-methoxycarbonyl-3-methylindole). The product is C(C1=CC=CC=C1)OC=1C(=C2C(=CN(C2=CC1)C(=O)OC)C)OC (5-benzyloxy-4-methoxy-1-methoxycarbonyl-3-methylindole). Reaction SMILES: O=[O+][O-].[CH2:4]([O:11][C:12]1[C:20]([O:21][CH3:22])=[CH:19][CH:18]=[C:17]2[C:13]=1[C:14]([CH3:27])=[CH:15][N:16]2[C:23]([O:25][CH3:26])=[O:24])C1C=CC=CC=1>>[CH2:22]([O:21][C:20]1[C:12]([O:11][CH3:4])=[C:13]2[C:17](=[CH:18][CH:19]=1)[N:16]([C:23]([O:25][CH3:26])=[O:24])[CH:15]=[C:14]2[CH3:27])[C:12]1[CH:20]=[CH:19][CH:18]=[CH:17][CH:13]=1. Procedure details: The N-methoxycarbonyl-2-[3-(but-1-enyl)]-4-benzyloxy-3-methoxyaniline (7.6 g) was subjected to ozone degradation and dehydration in the same manner as in the preparation of 4-benzyloxy-5-methoxy-1-methoxycarbonyl-3-methylindole in Experimental Example 4 to give 5-benzyloxy-4-methoxy-1-methoxycarbonyl-3-methylindole (4.7 g). Procedure details: In analogy to example 22, from 3-(3-bromo-phenyl)-1-pyridin-4-yl-3-o-tolyl-propan-1-one oxime (example 11) and (3-methylsulfonylphenyl)boronic acid was prepared the title compound as a mixture of E and Z isomers (3:1) as a white foam, MS (ESI+): m/z=471.2 ([M+H]+). The reactants are BrC=1C=C(C=CC1)C(CC(=NO)C1=CC=NC=C1)C1=C(C=CC=C1)C (3-(3-Bromo-phenyl)-1-pyridin-4-yl-3-o-tolyl-propan-1-one oxime), CS(=O)(=O)C=1C=C(C=CC1)B(O)O ((3-methylsulfonylphenyl)boronic acid). The product is CS(=O)(=O)C=1C=C(C=CC1)C1=CC(=CC=C1)C(CC(=NO)C1=CC=NC=C1)C1=C(C=CC=C1)C (3-(3′-Methanesulfonyl-biphenyl-3-yl)-1-pyridin-4-yl-3-o-tolyl-propan-1-one oxime). As a reaction SMILES: Br[C:2]1[CH:3]=[C:4]([CH:8]([C:19]2[CH:24]=[CH:23][CH:22]=[CH:21][C:20]=2[CH3:25])[CH2:9][C:10]([C:13]2[CH:18]=[CH:17][N:16]=[CH:15][CH:14]=2)=[N:11][OH:12])[CH:5]=[CH:6][CH:7]=1.[CH3:26][S:27]([C:30]1[CH:31]=[C:32](B(O)O)[CH:33]=[CH:34][CH:35]=1)(=[O:29])=[O:28]>>[CH3:26][S:27]([C:30]1[CH:31]=[C:32]([C:6]2[CH:7]=[CH:2][CH:3]=[C:4]([CH:8]([C:19]3[CH:24]=[CH:23][CH:22]=[CH:21][C:20]=3[CH3:25])[CH2:9][C:10]([C:13]3[CH:14]=[CH:15][N:16]=[CH:17][CH:18]=3)=[N:11][OH:12])[CH:5]=2)[CH:33]=[CH:34][CH:35]=1)(=[O:29])=[O:28]. Starting materials: N1C(CCCCC1)=O (Azacycloheptan-2-one), C(CCCCCCCCCCC)(=O)Cl (n-Dodecanoyl chloride), [H-].[Na+] (Sodium hydride), [H-].[Na+] (sodium hydride). The solvent is C1(=CC=CC=C1)C (toluene), C1(=CC=CC=C1)C (toluene), C1(=CC=CC=C1)C (toluene). Conditions: time 1 hour. The product is C(CCCCCCCCCCC)(=O)N1C(CCCCC1)=O (1-n-dodecanoylazacycloheptan-2-one). Reaction SMILES: [H-].[Na+].[NH:3]1[CH2:9][CH2:8][CH2:7][CH2:6][CH2:5][C:4]1=[O:10].[C:11](Cl)(=[O:23])[CH2:12][CH2:13][CH2:14][CH2:15][CH2:16][CH2:17][CH2:18][CH2:19][CH2:20][CH2:21][CH3:22]>C1(C)C=CC=CC=1>[C:11]([N:3]1[CH2:9][CH2:8][CH2:7][CH2:6][CH2:5][C:4]1=[O:10])(=[O:23])[CH2:12][CH2:13][CH2:14][CH2:15][CH2:16][CH2:17][CH2:18][CH2:19][CH2:20][CH2:21][CH3:22] |f:0.1|. Reported procedure: Sodium hydride [5.14 g (50% oil dispersion); 0.107 mol] in 100 ml of dry toluene was added to a 500 ml, 3-necked flask fitted with a mechanical stirrer. Azacycloheptan-2-one (10.07 g; 0.089 mol) was dissolved in 50 ml of dry toluene with slight warming and added to the sodium hydride suspension dropwise at room temperature. The suspension was stirred at room temperature for 1 hour. n-Dodecanoyl chloride (19.39 g; 0.089 mol) in 10 ml of dry toluene was added dropwise to the mixture and after the ... Reactants: C(=O)(OCC)CC(C)C1C(NC(NC1=O)=O)=O (5-(β-Carboethoxy-α-methyl-ethyl)-barbituric acid), C(C=C)Br (allyl bromide). Yields the product C(C=C)C1(C(NC(NC1=O)=O)=O)C(CC(=O)OCC)C (5-allyl-5-(β-carboethoxy-α-methyl-ethyl)-barbituric acid). RXN SMILES: [C:1]([CH2:6][CH:7]([CH:9]1[C:14](=[O:15])[NH:13][C:12](=[O:16])[NH:11][C:10]1=[O:17])[CH3:8])([O:3][CH2:4][CH3:5])=[O:2].[CH2:18](Br)[CH:19]=[CH2:20]>>[CH2:20]([C:9]1([CH:7]([CH3:8])[CH2:6][C:1]([O:3][CH2:4][CH3:5])=[O:2])[C:14](=[O:15])[NH:13][C:12](=[O:16])[NH:11][C:10]1=[O:17])[CH:19]=[CH2:18]. Procedure: 5-(β-Carboethoxy-α-methyl-ethyl)-barbituric acid was treated with allyl bromide at 50° C. to afford 5-allyl-5-(β-carboethoxy-α-methyl-ethyl)-barbituric acid, m.p. 114°. Alkaline saponification of this compound afforded 5-allyl-5-(β-carboxy-α-methyl-ethyl)-barbituric acid, which was recrystallized from water, m.p. 200°.